This data is from the Open Reaction Database (ORD), a public repository of structured organic reaction records. The task is: describe an organic reaction: reactants, conditions, products, and yield The reactants are O=C([O-])[O-], CC(C)(C)OC(=O)CC(N)C(=O)OC(C)(C)C, C=CCBr, CC#N, Cl, [K+], [K+]. Yields the product C=CCNC(CC(=O)OC(C)(C)C)C(=O)OC(C)(C)C. Reaction SMILES: [C:19](=[O:20])([O-:21])[O-:22].[C:2]([CH3:3])([CH3:4])([CH3:5])[O:6][C:7]([CH:8]([NH2:9])[CH2:10][C:11](=[O:12])[O:13][C:14]([CH3:15])([CH3:16])[CH3:17])=[O:18].[CH2:25]([CH:26]=[CH2:27])[Br:28].[CH3:29][C:30]#[N:31].[ClH:1].[K+:23].[K+:24]>>[C:2]([CH3:3])([CH3:4])([CH3:5])[O:6][C:7]([CH:8]([NH:9][CH2:27][CH:26]=[CH2:25])[CH2:10][C:11](=[O:12])[O:13][C:14]([CH3:15])([CH3:16])[CH3:17])=[O:18]. Reactants: O=c1c(Cc2cccnc2)cn2c3cc(Br)ccc3sc3cc(O)cc1c32, ClCc1ccccn1, Cl. The product is O=c1c(Cc2cccnc2)cn2c3cc(Br)ccc3sc3cc(OCc4ccccn4)cc1c32. RXN SMILES: [Br:1][c:2]1[cH:3][c:4]2[n:5]3[c:6]4[c:7]([cH:8][c:9]([OH:16])[cH:10][c:11]4[s:12][c:13]2[cH:14][cH:15]1)[c:17](=[O:27])[c:18]([CH2:20][c:21]1[cH:22][n:23][cH:24][cH:25][cH:26]1)[cH:19]3.[Cl:29][CH2:30][c:31]1[n:32][cH:33][cH:34][cH:35][cH:36]1.[ClH:28]>>[Br:1][c:2]1[cH:3][c:4]2[n:5]3[c:6]4[c:7]([cH:8][c:9]([O:16][CH2:30][c:31]5[n:32][cH:33][cH:34][cH:35][cH:36]5)[cH:10][c:11]4[s:12][c:13]2[cH:14][cH:15]1)[c:17](=[O:27])[c:18]([CH2:20][c:21]1[cH:22][n:23][cH:24][cH:25][cH:26]1)[cH:19]3. Starting materials: CCOC(=O)C(=O)OCC, C=C(C)C(=O)OCCO, CCO, Oc1ccc(O)cc1, Cc1ccc(S(=O)(=O)O)cc1. Yields the product C=C(C)C(=O)OCCOC(=O)C(=O)OCC. As a reaction SMILES: [C:10]([C:11](=[O:12])[O:13][CH2:14][CH3:15])(=[O:16])[O:17][CH2:18][CH3:19].[CH3:1][C:2](=[CH2:3])[C:4](=[O:5])[O:6][CH2:7][CH2:8][OH:9].[CH3:39][CH2:40][OH:41].[OH:31][c:32]1[cH:33][cH:34][c:35]([OH:36])[cH:37][cH:38]1.[c:20]1([CH3:21])[cH:22][cH:23][c:24]([S:25]([OH:26])(=[O:27])=[O:28])[cH:29][cH:30]1>>[CH3:1][C:2](=[CH2:3])[C:4](=[O:5])[O:6][CH2:7][CH2:8][O:9][C:10]([C:11](=[O:12])[O:13][CH2:14][CH3:15])=[O:16].